Dataset: the Open Reaction Database (ORD), a public repository of structured organic reaction records. Task: describe an organic reaction: reactants, conditions, products, and yield Starting materials: ClC1=CC=C(C=C1)S(=O)(=O)C1(CCC(CC1)CC(CS(=O)(=O)C)=O)C1=C(C=CC(=C1)F)F (1-[4-(4-Chloro-benzenesulfonyl)-4-(2,5-difluoro-phenyl)-cyclohexyl]-3-methanesulfonyl-propan-2-one), [H-].[Na+] (sodium hydride), CI (methyl iodide). Run in COCCOC (1,2-dimethoxyethane). Reaction conditions: time 1.5 hour. Product: ClC1=CC=C(C=C1)S(=O)(=O)C1(CCC(CC1)CC(C(C)S(=O)(=O)C)=O)C1=C(C=CC(=C1)F)F (1-[4-(4-Chloro-benzenesulfonyl)-4-(2,5-difluoro-phenyl)-cyclohexyl]-3-methanesulfonyl-butan-2-one). Isolated yield 44.7%. Reaction SMILES: [Cl:1][C:2]1[CH:7]=[CH:6][C:5]([S:8]([C:11]2([C:25]3[CH:30]=[C:29]([F:31])[CH:28]=[CH:27][C:26]=3[F:32])[CH2:16][CH2:15][CH:14]([CH2:17][C:18](=[O:24])[CH2:19][S:20]([CH3:23])(=[O:22])=[O:21])[CH2:13][CH2:12]2)(=[O:10])=[O:9])=[CH:4][CH:3]=1.[H-].[Na+].[CH3:35]I>COCCOC>[Cl:1][C:2]1[CH:7]=[CH:6][C:5]([S:8]([C:11]2([C:25]3[CH:30]=[C:29]([F:31])[CH:28]=[CH:27][C:26]=3[F:32])[CH2:12][CH2:13][CH:14]([CH2:17][C:18](=[O:24])[CH:19]([S:20]([CH3:23])(=[O:22])=[O:21])[CH3:35])[CH2:15][CH2:16]2)(=[O:9])=[O:10])=[CH:4][CH:3]=1 |f:1.2|. Procedure: The product from Example 134 (28 mg, 0.056 mmol) in 1,2-dimethoxyethane (3 mL) was treated with sodium hydride (60% dispersion in mineral oil, 2 mg, 0.056 mmol) at room temperature. After stirring for 1.5 hours, methyl iodide (6 μL, 0.056 mmol) was added and the reaction stirred for 18 hours, then quenched with saturated aqueous ammonium chloride solution. The reaction was then extracted into ethyl acetate, dried (MgSO4) and evaporated to a white solid which was purified by column chromatography... Reactants: O=C(O)c1cc2ccccc2s1, CNc1ccc(F)cc1. The reagents and catalysts are C1CCC(CC1)N=C=NC2CCCCC2 (DCC), CCN(CC)CC (TEA), C1CC(=O)N(C1=O)O (N-Hydroxysuccinimide). Solvent: CN(C)C=O (DMF), CN(C)C=O (DMF), CN(C)C=O (DMF), CN(C)C=O (DMF), CN(C)C=O (DMF), CN(C)C=O (DMF). Reaction conditions: temperature 25 celsius, time 2 hour. The product is CN(C(=O)c1cc2ccccc2s1)c1ccc(F)cc1. Isolated yield 1.2%. As a reaction SMILES: CNc1ccc(F)cc1.O=C(O)c1cc2ccccc2s1.C1CCC(CC1)N=C=NC2CCCCC2.C1CC(=O)N(C1=O)O.CCN(CC)CC.CN(C)C=O>>CN(C(=O)c1cc2ccccc2s1)c1ccc(F)cc1. Starting materials: Br, CCc1ccc(C(=O)O)cc1, COCCn1c(=N)sc2ccccc21. Product: CCc1ccc(C(=O)N=c2sc3ccccc3n2CCOC)cc1. As a reaction SMILES: [BrH:1].[CH2:16]([CH3:17])[c:18]1[cH:19][cH:20][c:21]([C:22](=[O:23])[OH:24])[cH:25][cH:26]1.[CH3:2][O:3][CH2:4][CH2:5][n:6]1[c:7](=[NH:15])[s:8][c:9]2[c:10]1[cH:11][cH:12][cH:13][cH:14]2>>[CH3:2][O:3][CH2:4][CH2:5][n:6]1[c:7](=[N:15][C:22]([c:21]2[cH:20][cH:19][c:18]([CH2:16][CH3:17])[cH:26][cH:25]2)=[O:23])[s:8][c:9]2[c:10]1[cH:11][cH:12][cH:13][cH:14]2. The reactants are CC1(c2cc(Br)cc3nc(-c4ccc(I)cc4)oc23)OCCO1, C1CCOC1, CC(C)(C)[O-], CC(C)OCCN, [Na+], C1COCCOCCOCCOCCOCCO1, O=C(C=Cc1ccccc1)C=Cc1ccccc1, O=C(C=Cc1ccccc1)C=Cc1ccccc1, O=C(C=Cc1ccccc1)C=Cc1ccccc1, [Pd], [Pd]. Yields the product CC(C)OCCNc1ccc(-c2nc3cc(Br)cc(C4(C)OCCO4)c3o2)cc1. As a reaction SMILES: [Br:1][c:2]1[cH:3][c:4]([C:18]2([CH3:23])[O:19][CH2:20][CH2:21][O:22]2)[c:5]2[c:6]([n:7][c:8](-[c:10]3[cH:11][cH:12][c:13]([I:16])[cH:14][cH:15]3)[o:9]2)[cH:17]1.[CH2:55]1[O:56][CH2:57][CH2:58][CH2:59]1.[CH3:42][C:43]([CH3:44])([O-:45])[CH3:46].[CH:48]([CH3:49])([CH3:50])[O:51][CH2:52][CH2:53][NH2:54].[Na+:47].[O:24]1[CH2:25][CH2:26][O:27][CH2:28][CH2:29][O:30][CH2:31][CH2:32][O:33][CH2:34][CH2:35][O:36][CH2:37][CH2:38][O:39][CH2:40][CH2:41]1.[O:62]=[C:63]([CH:64]=[CH:65][c:66]1[cH:67][cH:68][cH:69][cH:70][cH:71]1)[CH:72]=[CH:73][c:74]1[cH:75][cH:76][cH:77][cH:78][cH:79]1.[O:80]=[C:81]([CH:82]=[CH:83][c:84]1[cH:85][cH:86][cH:87][cH:88][cH:89]1)[CH:90]=[CH:91][c:92]1[cH:93][cH:94][cH:95][cH:96][cH:97]1.[O:98]=[C:99]([CH:100]=[CH:101][c:102]1[cH:103][cH:104][cH:105][cH:106][cH:107]1)[CH:108]=[CH:109][c:110]1[cH:111][cH:112][cH:113][cH:114][cH:115]1.[Pd:60].[Pd:61]>>[Br:1][c:2]1[cH:3][c:4]([C:18]2([CH3:23])[O:19][CH2:20][CH2:21][O:22]2)[c:5]2[c:6]([n:7][c:8](-[c:10]3[cH:11][cH:12][c:13]([NH:54][CH2:53][CH2:52][O:51][CH:48]([CH3:49])[CH3:50])[cH:14][cH:15]3)[o:9]2)[cH:17]1. Starting materials: FC1=CC2=C(C(=NO2)C2CCNCC2)C=C1 (4-(6-fluoro-1,2-benzisoxazol-3-yl)piperidine), O1CC1CC (1,2-epoxybutane). Run in C(C)(C)O (isopropyl alcohol). Conditions: temperature 65 celsius. The product is FC1=CC2=C(C(=NO2)C2CCN(CC2)CC(CC)O)C=C1 (1-[4-(6-Fluoro-1,2-benzisoxazol-3-yl)-1-piperidinyl]-2-hydroxybutane). Isolated yield 26.8%. As a reaction SMILES: [F:1][C:2]1[CH:16]=[CH:15][C:5]2[C:6]([CH:9]3[CH2:14][CH2:13][NH:12][CH2:11][CH2:10]3)=[N:7][O:8][C:4]=2[CH:3]=1.[O:17]1[CH:19]([CH2:20][CH3:21])[CH2:18]1>C(O)(C)C>[F:1][C:2]1[CH:16]=[CH:15][C:5]2[C:6]([CH:9]3[CH2:10][CH2:11][N:12]([CH2:18][CH:19]([OH:17])[CH2:20][CH3:21])[CH2:13][CH2:14]3)=[N:7][O:8][C:4]=2[CH:3]=1. Reported procedure: A stirred mixture of 4-(6-fluoro-1,2-benzisoxazol-3-yl)piperidine (5.5 g, 25 mmol) and 1,2-epoxybutane (1.89 g, 26.3 mmol) in isopropyl alcohol (100 ml) was heated at 65° C. for 2 days. This mixture was cooled and the solvent was removed to leave a brown oil which was purified by flash chromatography over a silica gel column (SiO2, 70 g; eluted with DCM, 1 l and MeOH:DCM 2%:98%) to give an off-white solid weighing 6.3 g. Recrystallization from hot ethanol yielded 1.96 g of fine crystals, m.p. 87... Starting materials: COC=1C=C(C=CC1[N+](=O)[O-])CCNC(C(F)(F)F)=O (N-[2-(3-methoxy-4-nitrophenyl)ethyl]-trifluoroacetamide). Reagents/catalysts: [Ni] (Raney nickel). The solvent is O1CCCC1 (tetrahydrofuran). The product is NC1=C(C=C(C=C1)CCNC(C(F)(F)F)=O)OC (N-[2-(4-amino-3-methoxyphenyl)ethyl]trifluoroacetamide). Yield: 89.1%. RXN SMILES: [CH3:1][O:2][C:3]1[CH:4]=[C:5]([CH2:12][CH2:13][NH:14][C:15](=[O:20])[C:16]([F:19])([F:18])[F:17])[CH:6]=[CH:7][C:8]=1[N+:9]([O-])=O>[Ni].O1CCCC1>[NH2:9][C:8]1[CH:7]=[CH:6][C:5]([CH2:12][CH2:13][NH:14][C:15](=[O:20])[C:16]([F:18])([F:19])[F:17])=[CH:4][C:3]=1[O:2][CH3:1]. Procedure details: In the presence of 15.0 g of Raney nickel, 12.5 g of N-[2-(3-methoxy-4-nitrophenyl)ethyl]-trifluoroacetamide is hydrogenated in 250 ml of tetrahydrofuran. The product is recrystallized from ethyl acetate/hexane, thus obtaining 10.0 g of N-[2-(4-amino-3-methoxyphenyl)ethyl]trifluoroacetamide, mp 80°-81° C. Reactants: OC1=CC=C(C(=O)OCCCCCCCC)C=C1 (Octyl p-hydroxybenzoate), C(C1=CC(C(=O)Cl)=CC=C1)(=O)Cl (isophthalic dichloride). Product: C(CCCCCCC)OC(=O)C1=CC=C(C=C1)OC(C1=CC(C(=O)OC2=CC=C(C=C2)C(=O)OCCCCCCCC)=CC=C1)=O (di(p-octyloxycarbonylphenyl)isophthalate). Reaction SMILES: [OH:1][C:2]1[CH:18]=[CH:17][C:5]([C:6]([O:8][CH2:9][CH2:10][CH2:11][CH2:12][CH2:13][CH2:14][CH2:15][CH3:16])=[O:7])=[CH:4][CH:3]=1.[C:19](Cl)(=[O:29])[C:20]1[CH:28]=[CH:27][CH:26]=[C:22]([C:23](Cl)=[O:24])[CH:21]=1>>[CH2:9]([O:8][C:6]([C:5]1[CH:4]=[CH:3][C:2]([O:1][C:19](=[O:29])[C:20]2[CH:28]=[CH:27][CH:26]=[C:22]([C:23]([O:1][C:2]3[CH:3]=[CH:4][C:5]([C:6]([O:8][CH2:9][CH2:10][CH2:11][CH2:12][CH2:13][CH2:14][CH2:15][CH3:16])=[O:7])=[CH:17][CH:18]=3)=[O:24])[CH:21]=2)=[CH:18][CH:17]=1)=[O:7])[CH2:10][CH2:11][CH2:12][CH2:13][CH2:14][CH2:15][CH3:16]. Procedure: Octyl p-hydroxybenzoate and isophthalic dichloride are made to react and treated in a similar procedure to Example 4 to yield di(p-octyloxycarbonylphenyl)isophthalate in a pale yellow oily state.